Dataset: the Open Reaction Database (ORD), a public repository of structured organic reaction records. Task: describe an organic reaction: reactants, conditions, products, and yield The reactants are CCOC(=O)NN=C(COC(C)=O)c1cc2ccccc2o1, CC(=O)O, CCO, [Na], O. Yields the product O=C1NN=C(c2cc3ccccc3o2)CO1. As a reaction SMILES: [CH2:2]([O:3][C:4](=[O:6])[NH:7][N:8]=[C:9]([CH2:10][O:11][C:12]([CH3:5])=[O:14])[c:15]1[cH:16][c:17]2[c:18]([o:19]1)[cH:20][cH:21][cH:22][cH:23]2)[CH3:13].[CH3:24][C:25](=[O:26])[OH:27].[CH3:28][CH2:29][OH:30].[Na:1].[OH2:31]>>[NH:7]1[N:8]=[C:9]([c:15]2[cH:16][c:17]3[c:18]([o:19]2)[cH:20][cH:21][cH:22][cH:23]3)[CH2:10][O:11][C:12]1=[O:14]. Reactants: BrCCCCBr, C1CCOC1, [Li]CCCC, COC(=O)C1CCCC1, CC(C)NC(C)C. Yields the product COC(=O)C1(CCCCBr)CCCC1. Reaction SMILES: [Br:22][CH2:23][CH2:24][CH2:25][CH2:26][Br:27].[CH2:28]1[O:29][CH2:30][CH2:31][CH2:32]1.[CH2:8]([Li:9])[CH2:10][CH2:11][CH3:12].[CH:13]1([C:18](=[O:19])[O:20][CH3:21])[CH2:14][CH2:15][CH2:16][CH2:17]1.[CH:1]([NH:2][CH:3]([CH3:4])[CH3:5])([CH3:6])[CH3:7]>>[C:13]1([C:18](=[O:19])[O:20][CH3:21])([CH2:26][CH2:25][CH2:24][CH2:23][Br:22])[CH2:14][CH2:15][CH2:16][CH2:17]1. The reactants are NCCNC1=NC=C(C(=N1)C1=CC=C(C=C1)C#N)C=1NC=CN1 (4-{2-[(2-aminoethyl)amino]-5-imidazolylpyrimidin-4-yl}benzene-carbonitrile), [N+](=O)([O-])C=1C=C(C(=O)O)C=CC1 (3-nitrobenzoic acid), Cl.CN(CCCN=C=NCC)C (1-(3-dimethylaminopropyl)-3-ethylcarbodiimide hydrochloride), hydrate. The reagents and catalysts are CN(C1=CC=NC=C1)C (4-dimethylaminopyridine). The solvent is CC(=O)N(C)C (DMA), C(C)(=O)OCC (ethyl acetate). Reaction conditions: time 12 hour. Yields the product C(#N)C1=CC=C(C=C1)C1=NC(=NC=C1C=1NC=CN1)NCCNC(=O)C1=CC(=CC=C1)[N+](=O)[O-] (N-(2-{[4-(4-cyanophenyl)-5-imidazolylpyrimidin-2-yl]amino}ethyl)(3-nitrophenyl)carboxamide). Isolated yield 71.9%. Reaction SMILES: [NH2:1][CH2:2][CH2:3][NH:4][C:5]1[N:10]=[C:9]([C:11]2[CH:16]=[CH:15][C:14]([C:17]#[N:18])=[CH:13][CH:12]=2)[C:8]([C:19]2[NH:20][CH:21]=[CH:22][N:23]=2)=[CH:7][N:6]=1.[N+:24]([C:27]1[CH:28]=[C:29]([CH:33]=[CH:34][CH:35]=1)[C:30](O)=[O:31])([O-:26])=[O:25].Cl.CN(C)CCCN=C=NCC>CN(C)C1C=CN=CC=1.CC(N(C)C)=O.C(OCC)(=O)C>[C:17]([C:14]1[CH:15]=[CH:16][C:11]([C:9]2[C:8]([C:19]3[NH:23][CH:22]=[CH:21][N:20]=3)=[CH:7][N:6]=[C:5]([NH:4][CH2:3][CH2:2][NH:1][C:30]([C:29]3[CH:33]=[CH:34][CH:35]=[C:27]([N+:24]([O-:26])=[O:25])[CH:28]=3)=[O:31])[N:10]=2)=[CH:12][CH:13]=1)#[N:18] |f:2.3|. Procedure: A mixture of 4-{2-[(2-aminoethyl)amino]-5-imidazolylpyrimidin-4-yl}benzene-carbonitrile (30 mg, 0.098 mmol), 3-nitrobenzoic acid (17 mg, 0.1 mmol), 1-(3-dimethylaminopropyl)-3-ethylcarbodiimide hydrochloride (EDC) (19 mg, 0.1 mmol), 1-bydroxybenzotriazole hydrate (HOBT) (14 mg, 0.1 mmol), and 4-dimethylaminopyridine (DMAP) (12 mg, 0.1 mmol) in DMA (500 uL) were stirred at room temperature. After 12 hours, the reaction was diluted with ethyl acetate (10 ml) and extracted with sat. aq. NaHCO3 (2×5... Starting materials: [OH-].[Na+] (sodium hydroxide), C(C)OC(COC1=C(C=C(C=C1)SC1=CC(=CC(=C1)C#CC1=CC=CC=C1)OCC(CC)CC)C)=O ({4-[3-(2-Ethyl-butoxy)-5-phenylethynyl-phenylsulfanyl]-2-methyl-phenoxy}-acetic acid ethyl ester), Cl (hydrochloric acid). Solvent: C(C)O (ethanol). Run at time 16 hour. The product is C(C)C(COC=1C=C(C=C(C1)C#CC1=CC=CC=C1)SC1=CC(=C(OCC(=O)O)C=C1)C)CC ({4-[3-(2-Ethyl-butoxy)-5-phenylethynyl-phenylsulfanyl]-2-methyl-phenoxy}-acetic Acid). As a reaction SMILES: C([O:3][C:4](=[O:36])[CH2:5][O:6][C:7]1[CH:12]=[CH:11][C:10]([S:13][C:14]2[CH:19]=[C:18]([C:20]#[C:21][C:22]3[CH:27]=[CH:26][CH:25]=[CH:24][CH:23]=3)[CH:17]=[C:16]([O:28][CH2:29][CH:30]([CH2:33][CH3:34])[CH2:31][CH3:32])[CH:15]=2)=[CH:9][C:8]=1[CH3:35])C.[OH-].[Na+].Cl>C(O)C>[CH2:33]([CH:30]([CH2:31][CH3:32])[CH2:29][O:28][C:16]1[CH:15]=[C:14]([S:13][C:10]2[CH:11]=[CH:12][C:7]([O:6][CH2:5][C:4]([OH:36])=[O:3])=[C:8]([CH3:35])[CH:9]=2)[CH:19]=[C:18]([C:20]#[C:21][C:22]2[CH:23]=[CH:24][CH:25]=[CH:26][CH:27]=2)[CH:17]=1)[CH3:34] |f:1.2|. Reported procedure: {4-[3-(2-Ethyl-butoxy)-5-phenylethynyl-phenylsulfanyl]-2-methyl-phenoxy}-acetic acid ethyl ester (270 mg; 0.46 mmol) was dissolved in ethanol (10 mL), and aqueous 1 N sodium hydroxide (3 mL) was added. The reaction mixture was stirred for 16 h. acidified with 1 N aqueous hydrochloric acid and extracted with ethyl acetate. The organic phase was dried, evaporated to dryness and purified by prep HPLC (method B). Yield: 128 mg (80%). HPLC-MS: m/z: 475.1 (M+H)+; Rt: 3.06 min.